From a dataset of the Open Reaction Database (ORD), a public repository of structured organic reaction records. describe an organic reaction: reactants, conditions, products, and yield Starting materials: O=C(O)Cc1cccc(Br)c1, Cc1ccc(CN)cc1C. The product is Cc1ccc(CNC(=O)Cc2cccc(Br)c2)cc1C. RXN SMILES: [Br:11][c:12]1[cH:13][c:14]([CH2:18][C:19](=[O:20])[OH:21])[cH:15][cH:16][cH:17]1.[CH3:1][c:2]1[cH:3][c:4]([CH2:5][NH2:6])[cH:7][cH:8][c:9]1[CH3:10]>>[CH3:1][c:2]1[cH:3][c:4]([CH2:5][NH:6][C:19]([CH2:18][c:14]2[cH:13][c:12]([Br:11])[cH:17][cH:16][cH:15]2)=[O:20])[cH:7][cH:8][c:9]1[CH3:10]. Procedure: Part A. A solution of 2-mercapto-1H-benzimidazole (4.75 g, 31.6 mmol), ethyl 5-bromovalerate (5.00 mL, 31.6 mmol), potassium carbonate (5.68 g, 41.1 mmol), and tetra-n-butylammonium iodide (2.33 g, 6.31 mmol) in tetrahydrofuran (200 mL) was heated to reflux for 24 hours. The solution was cooled, and poured into water (200 mL). The layers were separated, and the aqueous layer was extracted with methylene chloride (2×200 mL). All three organic phases were washed over brine, combined, dried over an... Reagents/catalysts: [I-].C(CCC)[N+](CCCC)(CCCC)CCCC (tetra-n-butylammonium iodide). Reaction SMILES: [SH:1][C:2]1[NH:6][C:5]2[CH:7]=[CH:8][CH:9]=[CH:10][C:4]=2[N:3]=1.Br[CH2:12][CH2:13][CH2:14][CH2:15][C:16]([O:18][CH2:19][CH3:20])=[O:17].C(=O)([O-])[O-].[K+].[K+].O>[I-].C([N+](CCCC)(CCCC)CCCC)CCC.O1CCCC1>[C:16]([CH2:15][CH2:14][CH2:13][CH2:12][S:1][C:2]1[NH:6][C:5]2[CH:7]=[CH:8][CH:9]=[CH:10][C:4]=2[N:3]=1)([O:18][CH2:19][CH3:20])=[O:17] |f:2.3.4,6.7|. The product is C(=O)(OCC)CCCCSC1=NC2=C(N1)C=CC=C2 (2-[4-(carboethoxy)butylthio]-1H-benzimidazole). Reactants: SC1=NC2=C(N1)C=CC=C2 (2-mercapto-1H-benzimidazole), BrCCCCC(=O)OCC (ethyl 5-bromovalerate), C([O-])([O-])=O.[K+].[K+] (potassium carbonate), O (water). Run in O1CCCC1 (tetrahydrofuran). Starting materials: Cc1[nH]cnc1C(=O)c1ccc2cccnc2c1, Cl, [K+], NN, [OH-], O, OCCO. Yields the product Cc1[nH]cnc1Cc1ccc2cccnc2c1. Reaction SMILES: [CH3:1][c:2]1[c:3]([C:7](=[O:8])[c:9]2[cH:10][cH:11][c:12]3[cH:13][cH:14][cH:15][n:16][c:17]3[cH:18]2)[n:4][cH:5][nH:6]1.[ClH:24].[K+:20].[NH2:22][NH2:23].[OH-:19].[OH2:21].[OH:25][CH2:26][CH2:27][OH:28]>>[CH3:1][c:2]1[c:3]([CH2:7][c:9]2[cH:10][cH:11][c:12]3[cH:13][cH:14][cH:15][n:16][c:17]3[cH:18]2)[n:4][cH:5][nH:6]1.